From a dataset of the Open Reaction Database (ORD), a public repository of structured organic reaction records. describe an organic reaction: reactants, conditions, products, and yield As a reaction SMILES: FC(F)(F)S(O[C:7]1[C:12]([CH3:13])=[CH:11][C:10]([N+:14]([O-:16])=[O:15])=[CH:9][C:8]=1[CH3:17])(=O)=O.[Cl-:20].[Li+]>CN(C=O)C>[Cl:20][C:7]1[C:12]([CH3:13])=[CH:11][C:10]([N+:14]([O-:16])=[O:15])=[CH:9][C:8]=1[CH3:17] |f:1.2|. Procedure: 2,6-Dimethyl-4-nitrophenyl trifluoromethanesulfonate (8.54 g) and 3.63 g of lithium chloride in 40 ml DMF are heated at 150° for four hours. Solvent is then evaporated, the residue stirred with water and ethyl acetate, filtered, and the filtrate separated. The ethyl acetate is then dried, filtered and stripped, and the residue chromatographed on silica gel with 98:2 hexane:ethyl acetate, affording 4-chloro-3,5-dimethyl-nitrobenzene. NMR (CDCl3): δ2.5 (6H,s), 7.9 (2H,s). The solvent is CN(C)C=O (DMF). The product is ClC1=C(C=C(C=C1C)[N+](=O)[O-])C (4-chloro-3,5-dimethyl-nitrobenzene). Starting materials: FC(S(=O)(=O)OC1=C(C=C(C=C1C)[N+](=O)[O-])C)(F)F (2,6-Dimethyl-4-nitrophenyl trifluoromethanesulfonate), [Cl-].[Li+] (lithium chloride).